This data is from the Open Reaction Database (ORD), a public repository of structured organic reaction records. The task is: describe an organic reaction: reactants, conditions, products, and yield Reactants: [OH-].[Na+] (Sodium hydroxide), C(C=C)Br (allyl bromide), C(C)(C)(C)C1=C(C=CC(=C1)C(C)(C)C)O (2,4-di-tert-butylphenol). The reagents and catalysts are S(=O)(=O)(O)[O-].C(CCC)[N+](CCCC)(CCCC)CCCC (tetrabutylammonium hydrogen sulphate). The solvent is C1(=CC=CC=C1)C (toluene), O (water), C1(=CC=CC=C1)C (toluene), O (water), C1(=CC=CC=C1)C (toluene). Reaction conditions: temperature 50 celsius, time 3 hour. The product is C(C)(C)(C)C1=C(C=CC(=C1)C(C)(C)C)OCC=C (2,4-Di-tert-butylallyloxybenzene). Reaction SMILES: [OH-].[Na+].[CH2:3](Br)[CH:4]=[CH2:5].[C:7]([C:11]1[CH:16]=[C:15]([C:17]([CH3:20])([CH3:19])[CH3:18])[CH:14]=[CH:13][C:12]=1[OH:21])([CH3:10])([CH3:9])[CH3:8]>S([O-])(O)(=O)=O.C([N+](CCCC)(CCCC)CCCC)CCC.C1(C)C=CC=CC=1.O>[C:7]([C:11]1[CH:16]=[C:15]([C:17]([CH3:20])([CH3:19])[CH3:18])[CH:14]=[CH:13][C:12]=1[O:21][CH2:5][CH:4]=[CH2:3])([CH3:10])([CH3:9])[CH3:8] |f:0.1,4.5|. Procedure details: Sodium hydroxide pellets (20 g, 0.5 moles), water (25 g), toluene (50 ml) and tetrabutylammonium hydrogen sulphate (1 g) are added in succession into a reactor. They are heated to 50° C. with stirring and under nitrogen and a toluene solution (50 ml) of allyl bromide (16.5 g, 0.134 moles) and of 2,4-di-tert-butylphenol (25 g, 0.12 moles) is added over 45 minutes. The temperature rises progressively to 68° C. The materials are left at this temperature for 3 hours. Cooling is applied, 50 ml of wat... The reactants are C(CCCCCCC)N(CCCCCCCC)CCCCCCCC (trioctylamine), C([C@@H](O)C)(=O)O (L-lactic acid), C([C@@H](O)C)(=O)O (L-lactic acid). Product: C(C(O)C)(=O)[O-].C(CCCCCCC)[NH+](CCCCCCCC)CCCCCCCC (trioctyl ammonium lactate). Reaction SMILES: [CH2:1]([N:9]([CH2:18][CH2:19][CH2:20][CH2:21][CH2:22][CH2:23][CH2:24][CH3:25])[CH2:10][CH2:11][CH2:12][CH2:13][CH2:14][CH2:15][CH2:16][CH3:17])[CH2:2][CH2:3][CH2:4][CH2:5][CH2:6][CH2:7][CH3:8].[C:26]([OH:31])(=[O:30])[C@H:27]([CH3:29])[OH:28]>>[C:26]([O-:31])(=[O:30])[CH:27]([CH3:29])[OH:28].[CH2:18]([NH+:9]([CH2:1][CH2:2][CH2:3][CH2:4][CH2:5][CH2:6][CH2:7][CH3:8])[CH2:10][CH2:11][CH2:12][CH2:13][CH2:14][CH2:15][CH2:16][CH3:17])[CH2:19][CH2:20][CH2:21][CH2:22][CH2:23][CH2:24][CH3:25] |f:2.3|. Procedure details: In a mixing vessel, trioctylamine and L-lactic acid with an optical purity of 99% L-lactic acid was converted by heating to form trioctyl ammonium lactate. This was placed in a distillation vessel that was equipped with a reducing Liebig cooler and an Anschütz-Thiele distillation adaptor. Furthermore, 1 percent by mass (relative to lactic acid) dibutyltin oxide was placed as catalyst in the recipient vessel. The reactants are O=S(=O)(c1ccccc1)n1ccc2cc(OCc3ccccc3)ccc21, C1CCOC1, CO, O=C[O-], [NH4+]. Yields the product O=S(=O)(c1ccccc1)n1ccc2cc(O)ccc21. As a reaction SMILES: [CH2:1]([c:2]1[cH:3][cH:4][cH:5][cH:6][cH:7]1)[O:8][c:9]1[cH:10][c:11]2[cH:12][cH:13][n:14]([S:18](=[O:19])(=[O:20])[c:21]3[cH:22][cH:23][cH:24][cH:25][cH:26]3)[c:15]2[cH:16][cH:17]1.[CH2:31]1[O:32][CH2:33][CH2:34][CH2:35]1.[CH3:36][OH:37].[CH:27]([O-:28])=[O:29].[NH4+:30]>>[OH:8][c:9]1[cH:10][c:11]2[cH:12][cH:13][n:14]([S:18](=[O:19])(=[O:20])[c:21]3[cH:22][cH:23][cH:24][cH:25][cH:26]3)[c:15]2[cH:16][cH:17]1. The reactants are CCCCCc1ccc(S(=O)(=O)Cl)cc1, CN(C)CC(N)CC(=O)OCc1ccccc1. Yields the product CCCCCc1ccc(S(=O)(=O)NC(CC(=O)OCc2ccccc2)CN(C)C)cc1. Reaction SMILES: [CH2:18]([CH2:19][CH2:20][CH2:21][CH3:22])[c:23]1[cH:24][cH:25][c:26]([S:29](=[O:30])(=[O:31])[Cl:32])[cH:27][cH:28]1.[NH2:1][CH:2]([CH2:3][C:4](=[O:5])[O:6][CH2:7][c:8]1[cH:9][cH:10][cH:11][cH:12][cH:13]1)[CH2:14][N:15]([CH3:16])[CH3:17]>>[NH:1]([CH:2]([CH2:3][C:4](=[O:5])[O:6][CH2:7][c:8]1[cH:9][cH:10][cH:11][cH:12][cH:13]1)[CH2:14][N:15]([CH3:16])[CH3:17])[S:29]([c:26]1[cH:25][cH:24][c:23]([CH2:18][CH2:19][CH2:20][CH2:21][CH3:22])[cH:28][cH:27]1)(=[O:30])=[O:31]. Starting materials: C1CCOC1, CCCCCC, Cc1ccc2c(c1)C(C(=O)O)c1ccccc1-2. Product: Cc1ccc2c(c1)C(CO)c1ccccc1-2. As a reaction SMILES: [CH2:24]1[O:25][CH2:26][CH2:27][CH2:28]1.[CH3:18][CH2:19][CH2:20][CH2:21][CH2:22][CH3:23].[CH3:1][c:2]1[cH:3][c:4]2[c:12]([cH:13][cH:14]1)-[c:11]1[c:6]([cH:7][cH:8][cH:9][cH:10]1)[CH:5]2[C:15](=[O:16])[OH:17]>>[CH3:1][c:2]1[cH:3][c:4]2[c:12]([cH:13][cH:14]1)-[c:11]1[c:6]([cH:7][cH:8][cH:9][cH:10]1)[CH:5]2[CH2:15][OH:16]. Starting materials: ClC[C@@H](COC1=CC=C(C=C1)Br)C (4-bromophenyl (2R)-3-chloro-2-methylpropyl ether), CC(C(=O)NC1=CC(=CC=C1)C1CCNCC1)C (2-methyl-N-[3-(4-piperidinyl)phenyl]propanamide). Product: BrC1=CC=C(OC[C@H](CN2CCC(CC2)C=2C=C(C=CC2)NC(C(C)C)=O)C)C=C1 (N-(3-{1-[(2S)-3-(4-BROMOPHENOXY)-2-METHYLPROPYL]-4-PIPERIDINYL}PHENYL)-2-METHYLPROPANAMIDE). As a reaction SMILES: Cl[CH2:2][C@H:3]([CH3:13])[CH2:4][O:5][C:6]1[CH:11]=[CH:10][C:9]([Br:12])=[CH:8][CH:7]=1.[CH3:14][CH:15]([CH3:31])[C:16]([NH:18][C:19]1[CH:24]=[CH:23][CH:22]=[C:21]([CH:25]2[CH2:30][CH2:29][NH:28][CH2:27][CH2:26]2)[CH:20]=1)=[O:17]>>[Br:12][C:9]1[CH:10]=[CH:11][C:6]([O:5][CH2:4][C@@H:3]([CH3:13])[CH2:2][N:28]2[CH2:29][CH2:30][CH:25]([C:21]3[CH:20]=[C:19]([NH:18][C:16](=[O:17])[CH:15]([CH3:14])[CH3:31])[CH:24]=[CH:23][CH:22]=3)[CH2:26][CH2:27]2)=[CH:7][CH:8]=1. Procedure: Prepared by Procedure G and Scheme B1 using 4-bromophenyl (2R)-3-chloro-2-methylpropyl ether and 2-methyl-N-[3-(4-piperidinyl)phenyl]propanamide: ESMS m/e: 473.0 (M+H)+. The reactants are C1CCOC1, CN(C)CCn1cc2cc(N)ccc2n1, O=C=Nc1ccc(Oc2ccccc2)cc1. Reaction SMILES: [CH2:32]1[O:33][CH2:34][CH2:35][CH2:36]1.[CH3:1][N:2]([CH2:3][CH2:4][n:5]1[n:6][c:7]2[cH:8][cH:9][c:10]([NH2:14])[cH:11][c:12]2[cH:13]1)[CH3:15].[O:16]([c:17]1[cH:18][cH:19][cH:20][cH:21][cH:22]1)[c:23]1[cH:24][cH:25][c:26]([N:29]=[C:30]=[O:31])[cH:27][cH:28]1>>[CH3:1][N:2]([CH2:3][CH2:4][n:5]1[n:6][c:7]2[cH:8][cH:9][c:10]([NH:14][C:30]([NH:29][c:26]3[cH:25][cH:24][c:23]([O:16][c:17]4[cH:18][cH:19][cH:20][cH:21][cH:22]4)[cH:28][cH:27]3)=[O:31])[cH:11][c:12]2[cH:13]1)[CH3:15]. Product: CN(C)CCn1cc2cc(NC(=O)Nc3ccc(Oc4ccccc4)cc3)ccc2n1. Starting materials: C1CCOC1, CCC(CC)C(N=[N+]=[N-])c1ccnn1OCc1ccccc1, O, c1ccc(P(c2ccccc2)c2ccccc2)cc1. Yields the product CCC(CC)C(N)c1ccnn1OCc1ccccc1. As a reaction SMILES: [CH2:43]1[O:44][CH2:45][CH2:46][CH2:47]1.[N:1](=[N+:2]=[N-:3])[CH:4]([CH:5]([CH2:6][CH3:7])[CH2:8][CH3:9])[c:10]1[cH:11][cH:12][n:13][n:14]1[O:15][CH2:16][c:17]1[cH:18][cH:19][cH:20][cH:21][cH:22]1.[OH2:23].[c:24]1([P:25]([c:26]2[cH:27][cH:28][cH:29][cH:30][cH:31]2)[c:32]2[cH:33][cH:34][cH:35][cH:36][cH:37]2)[cH:38][cH:39][cH:40][cH:41][cH:42]1>>[NH2:1][CH:4]([CH:5]([CH2:6][CH3:7])[CH2:8][CH3:9])[c:10]1[cH:11][cH:12][n:13][n:14]1[O:15][CH2:16][c:17]1[cH:18][cH:19][cH:20][cH:21][cH:22]1. Reactants: COc1ccc(Br)cc1C=O, CC(=O)[O-], CC(=O)OC(C)=O, CC(=O)O, Cl, NO, [Na+], [Na+], [OH-], O. Product: COc1ccc(Br)cc1C#N. Reaction SMILES: [Br:1][c:2]1[cH:3][cH:4][c:5]([O:10][CH3:11])[c:6]([CH:7]=[O:8])[cH:9]1.[CH3:16][C:17](=[O:18])[O-:19].[CH3:20][C:21]([O:22][C:23](=[O:24])[CH3:25])=[O:26].[CH3:30][C:31](=[O:32])[OH:33].[ClH:12].[NH2:13][OH:14].[Na+:15].[Na+:28].[OH-:27].[OH2:29]>>[Br:1][c:2]1[cH:3][cH:4][c:5]([O:10][CH3:11])[c:6]([C:7]#[N:13])[cH:9]1. Reactants: C1(CC1)NC(=O)C=1C=CC(=C(C1)NC(C1=CC(=C(C(=C1)F)F)F)=O)C (N-{5-[(cyclopropylamino)carbonyl]-2-methylphenyl}-3,4,5-trifluorobenzamide), N1=C(C=CC=C1)CO (2-pyridinylmethanol), CC(C)([O-])C.[K+] (potassium t-butoxide). Solvent: CN1CCCC1=O (NMP), C(C)(=O)OCC (ethyl acetate). Run at temperature 180 celsius. The product is C1(CC1)NC(=O)C=1C=CC(=C(C1)NC(C1=CC(=C(C(=C1)F)OCC1=NC=CC=C1)F)=O)C (N-{5-[(cyclopropylamino)carbonyl]-2-methylphenyl}-3,5-difluoro-4-(pyridin-2-ylmethoxy)benzamide). Isolated yield 23.0%. As a reaction SMILES: [CH:1]1([NH:4][C:5]([C:7]2[CH:8]=[CH:9][C:10]([CH3:25])=[C:11]([NH:13][C:14](=[O:24])[C:15]3[CH:20]=[C:19]([F:21])[C:18](F)=[C:17]([F:23])[CH:16]=3)[CH:12]=2)=[O:6])[CH2:3][CH2:2]1.[N:26]1[CH:31]=[CH:30][CH:29]=[CH:28][C:27]=1[CH2:32][OH:33].CC(C)([O-])C.[K+]>CN1C(=O)CCC1.C(OCC)(=O)C>[CH:1]1([NH:4][C:5]([C:7]2[CH:8]=[CH:9][C:10]([CH3:25])=[C:11]([NH:13][C:14](=[O:24])[C:15]3[CH:20]=[C:19]([F:21])[C:18]([O:33][CH2:32][C:27]4[CH:28]=[CH:29][CH:30]=[CH:31][N:26]=4)=[C:17]([F:23])[CH:16]=3)[CH:12]=2)=[O:6])[CH2:3][CH2:2]1 |f:2.3|. Procedure details: A mixture of N-{5-[(cyclopropylamino)carbonyl]-2-methylphenyl}-3,4,5-trifluorobenzamide (100 mg, 0.29 mmol), 2-pyridinylmethanol (400 μl) and potassium t-butoxide (32 mg, 0.29 mmol) in NMP (600 μl) was heated in the microwave at 180° C. for 1.5 hrs. The reaction mixture was cooled and partitioned between saturated aqueous sodium bicarbonate and ethyl acetate. The organic phase was washed with dilute aqueous citric acid. Evaporation of the ethyl acetate gave impure product which was purified on s...